Dataset: the Open Reaction Database (ORD), a public repository of structured organic reaction records. Task: describe an organic reaction: reactants, conditions, products, and yield The reactants are BrCC1=CC(=C(C(=O)OC)C=C1)C1=CC=CC=C1 (methyl 4-bromomethyl-2-phenylbenzoate), C1(=CC=CC=C1)P(C1=CC=CC=C1)C1=CC=CC=C1 (triphenylphosphine). The solvent is C1(=CC=CC=C1)C (toluene). Yields the product [Br-].COC(=O)C1=C(C=C(C[P+](C2=CC=CC=C2)(C2=CC=CC=C2)C2=CC=CC=C2)C=C1)C1=CC=CC=C1 (4-methyloxycarbonyl-3-phenyl-benzyltriphenylphosphonium bromide). Reaction SMILES: [Br:1][CH2:2][C:3]1[CH:12]=[CH:11][C:6]([C:7]([O:9][CH3:10])=[O:8])=[C:5]([C:13]2[CH:18]=[CH:17][CH:16]=[CH:15][CH:14]=2)[CH:4]=1.[C:19]1([P:25]([C:32]2[CH:37]=[CH:36][CH:35]=[CH:34][CH:33]=2)[C:26]2[CH:31]=[CH:30][CH:29]=[CH:28][CH:27]=2)[CH:24]=[CH:23][CH:22]=[CH:21][CH:20]=1>C1(C)C=CC=CC=1>[Br-:1].[CH3:10][O:9][C:7]([C:6]1[CH:11]=[CH:12][C:3]([CH2:2][P+:25]([C:26]2[CH:27]=[CH:28][CH:29]=[CH:30][CH:31]=2)([C:32]2[CH:37]=[CH:36][CH:35]=[CH:34][CH:33]=2)[C:19]2[CH:20]=[CH:21][CH:22]=[CH:23][CH:24]=2)=[CH:4][C:5]=1[C:13]1[CH:18]=[CH:17][CH:16]=[CH:15][CH:14]=1)=[O:8] |f:3.4|. Procedure details: A solution of product from step D) (9.43 g; 31 mmol) and triphenylphosphine (10.07 mg; 38 mmol) in toluene (100 ml) was refluxed for 1 hour 30 min. The resulting precipitate was filtered, and washed with ether to give 4-methyloxycarbonyl-3-phenyl-benzyltriphenylphosphonium bromide as a white solid (15.85 g; 90%). The reactants are CC(C)(CC1(C(F)(F)F)CO1)c1ccccc1CBr, O=C([O-])O, CS(C)=O, [Cl-], [NH4+], [Na+]. Yields the product CC(C)(CC1(C(F)(F)F)CO1)c1ccccc1C=O. RXN SMILES: [Br:1][CH2:2][c:3]1[c:4]([C:9]([CH2:10][C:11]2([C:14]([F:15])([F:16])[F:17])[O:12][CH2:13]2)([CH3:18])[CH3:19])[cH:5][cH:6][cH:7][cH:8]1.[C:20]([O-:21])(=[O:22])[OH:23].[CH3:25][S:26]([CH3:27])=[O:28].[Cl-:29].[NH4+:30].[Na+:24]>>[CH:2]([c:3]1[c:4]([C:9]([CH2:10][C:11]2([C:14]([F:15])([F:16])[F:17])[O:12][CH2:13]2)([CH3:18])[CH3:19])[cH:5][cH:6][cH:7][cH:8]1)=[O:21]. Starting materials: [Br-], CCCc1ccc(CCc2ccc([Mg+])cc2)cc1, CCC[SiH]1CCC(c2ccc(Cl)c(F)c2)CC1, Cl[Ni]Cl, C1CCOC1, c1ccc(P(CCCP(c2ccccc2)c2ccccc2)c2ccccc2)cc1. Yields the product CCCc1ccc(CCc2ccc(-c3ccc(C4CC[SiH](CCC)CC4)cc3F)cc2)cc1. Reaction SMILES: [Br-:1].[CH2:2]([CH2:3][CH3:4])[c:5]1[cH:6][cH:7][c:8]([CH2:11][CH2:12][c:13]2[cH:14][cH:15][c:16]([Mg+:19])[cH:17][cH:18]2)[cH:9][cH:10]1.[Cl:20][c:21]1[c:22]([F:36])[cH:23][c:24]([CH:27]2[CH2:28][CH2:29][SiH:30]([CH2:33][CH2:34][CH3:35])[CH2:31][CH2:32]2)[cH:25][cH:26]1.[Ni:37]([Cl:38])[Cl:39].[O:69]1[CH2:70][CH2:71][CH2:72][CH2:73]1.[c:40]1([P:41]([c:42]2[cH:43][cH:44][cH:45][cH:46][cH:47]2)[CH2:48][CH2:49][CH2:50][P:51]([c:52]2[cH:53][cH:54][cH:55][cH:56][cH:57]2)[c:58]2[cH:59][cH:60][cH:61][cH:62][cH:63]2)[cH:64][cH:65][cH:66][cH:67][cH:68]1>>[CH2:2]([CH2:3][CH3:4])[c:5]1[cH:6][cH:7][c:8]([CH2:11][CH2:12][c:13]2[cH:14][cH:15][c:16](-[c:21]3[c:22]([F:36])[cH:23][c:24]([CH:27]4[CH2:28][CH2:29][SiH:30]([CH2:33][CH2:34][CH3:35])[CH2:31][CH2:32]4)[cH:25][cH:26]3)[cH:17][cH:18]2)[cH:9][cH:10]1.